Dataset: the Open Reaction Database (ORD), a public repository of structured organic reaction records. Task: describe an organic reaction: reactants, conditions, products, and yield The reactants are B, CC(C)(C)OC(=O)N1CC(F)CC1C(=O)O, O=C([O-])[O-], [K+], [K+], C1CCOC1, C1CCOC1, O. The product is CC(C)(C)OC(=O)N1CC(F)CC1CO. As a reaction SMILES: [BH3:22].[C:1](=[O:2])([O:3][C:4]([CH3:5])([CH3:6])[CH3:7])[N:8]1[CH:9]([C:10](=[O:11])[OH:12])[CH2:13][CH:14]([F:16])[CH2:15]1.[C:24](=[O:25])([O-:26])[O-:27].[K+:28].[K+:29].[O:17]1[CH2:18][CH2:19][CH2:20][CH2:21]1.[O:30]1[CH2:31][CH2:32][CH2:33][CH2:34]1.[OH2:23]>>[C:1](=[O:2])([O:3][C:4]([CH3:5])([CH3:6])[CH3:7])[N:8]1[CH:9]([CH2:10][OH:11])[CH2:13][CH:14]([F:16])[CH2:15]1.